The task is: describe an organic reaction: reactants, conditions, products, and yield. This data is from the Open Reaction Database (ORD), a public repository of structured organic reaction records. The reactants are O=C(O)c1ccc2nccnc2c1, Cc1cccc(N)c1C. The reagents and catalysts are CCN=C=NCCCN(C)C.Cl (EDC-HCl), CN1CCOCC1 (NMM), C1=CC=C2C(=C1)N=NN2O (HOBt). Solvent: CN(C)C=O (DMF), CN(C)C=O (DMF), CN(C)C=O (DMF), CN(C)C=O (DMF), CN(C)C=O (DMF), CN(C)C=O (DMF). Conditions: temperature 25 celsius, time 2 hour. The product is Cc1cccc(NC(=O)c2ccc3nccnc3c2)c1C. The yield is 62.5%. RXN SMILES: Cc1cccc(N)c1C.O=C(O)c1ccc2nccnc2c1.CCN=C=NCCCN(C)C.Cl.C1=CC=C2C(=C1)N=NN2O.CN1CCOCC1.CN(C)C=O>>Cc1cccc(NC(=O)c2ccc3nccnc3c2)c1C. Starting materials: FC(C1=C(C=CC(=C1)SCC1=CC=C(C=C1)CO)C1=CC=CC=C1)(F)F ([4-(2-trifluoromethyl-biphenyl-4-ylsulfanylmethyl)-phenyl]-methanol), C1=CC=C(C=C1)P(C2=CC=CC=C2)C3=CC=CC=C3 (PPh3), C(Br)(Br)(Br)Br (CBr4), hexanes EtOAc. Solvent: C(Cl)Cl (DCM), C(Cl)Cl (DCM). Run at time 5 minute. Product: BrCC1=CC=C(CSC2=CC(=C(C=C2)C2=CC=CC=C2)C(F)(F)F)C=C1 (4-(4-bromomethyl-benzylsulfanyl)-2-trifluoromethyl-biphenyl). Reaction SMILES: [F:1][C:2]([F:26])([F:25])[C:3]1[CH:8]=[C:7]([S:9][CH2:10][C:11]2[CH:16]=[CH:15][C:14]([CH2:17]O)=[CH:13][CH:12]=2)[CH:6]=[CH:5][C:4]=1[C:19]1[CH:24]=[CH:23][CH:22]=[CH:21][CH:20]=1.C1C=CC(P(C2C=CC=CC=2)C2C=CC=CC=2)=CC=1.C(Br)(Br)(Br)[Br:47]>C(Cl)Cl>[Br:47][CH2:17][C:14]1[CH:15]=[CH:16][C:11]([CH2:10][S:9][C:7]2[CH:6]=[CH:5][C:4]([C:19]3[CH:24]=[CH:23][CH:22]=[CH:21][CH:20]=3)=[C:3]([C:2]([F:26])([F:25])[F:1])[CH:8]=2)=[CH:12][CH:13]=1. Reported procedure: To a solution of [4-(2-trifluoromethyl-biphenyl-4-ylsulfanylmethyl)-phenyl]-methanol (162 mg, 0.4327 mmol, 1 eq.) in anhydrous DCM (5 mL) is added PPh3 (148 mg, 0.5625 mmol, 1.3 eq). The mixture is stirred at room temperature for 5 min. at which point the reaction is cooled to 0° C. To the reaction mixture at 0° C. is added a solution of CBr4 (187 mg, 0.5625 mmol, 1.3 eq.) in anhydrous DCM (2 mL). The reaction is allowed to slowly warm to room temperature and is stirred for 12 h. The reaction mi...